This data is from the Open Reaction Database (ORD), a public repository of structured organic reaction records. The task is: describe an organic reaction: reactants, conditions, products, and yield Reactants: COC(=O)CC(=O)NC=1C=NC=CC1C(=O)O (3-[2-(methoxycarbonyl)acetylamino]-pyridine-4-carboxylic acid), CC1=CC(=C(C=C1)N)N (4-methyl-1,2-phenylenediamine). The product is OC1=C(C(NC2=CN=CC=C12)=O)C1=NC2=C(N1)C=C(C=C2)C (4-Hydroxy-3-(6-methyl-1H-benzoimidazol-2-yl)-1H-[1,7]naphthyridin-2-one). Reaction SMILES: CO[C:3]([CH2:5][C:6]([NH:8][C:9]1[CH:10]=[N:11][CH:12]=[CH:13][C:14]=1[C:15]([OH:17])=O)=[O:7])=O.[CH3:18][C:19]1[CH:24]=[CH:23][C:22]([NH2:25])=[C:21]([NH2:26])[CH:20]=1>>[OH:17][C:15]1[C:14]2[C:9](=[CH:10][N:11]=[CH:12][CH:13]=2)[NH:8][C:6](=[O:7])[C:5]=1[C:3]1[NH:26][C:21]2[CH:20]=[C:19]([CH3:18])[CH:24]=[CH:23][C:22]=2[N:25]=1. Procedure details: The title compound was synthesized as described in Example 50 using 3-[2-(methoxycarbonyl)acetylamino]-pyridine-4-carboxylic acid and 4-methyl-1,2-phenylenediamine. The crude product was purified by reversed-phase HPLC (DMSO/5% TFA). LC/MS m/z 293.3 (MH+), Rt 1.99 minutes. Starting materials: C(C1=CC=CC=C1)NC=1C2=CC=C(C=C2N=C2CCCC(C12)=O)Cl (9-benzylamino-6-chloro-3,4-dihydroacridin-1(2H)-one), [H-].[Al+3].[Li+].[H-].[H-].[H-] (lithium aluminum hydride). The solvent is C1CCOC1 (THF), C1CCOC1 (THF). Run at temperature 10 celsius, time 1 hour. Product: C(C1=CC=CC=C1)NC=1C2=CC=C(C=C2N=C2CCCC(C12)O)Cl (9-Benzylamino-6-chloro-1,2,3,4-tetrahydroacridin-1-ol). The yield is 73.4%. RXN SMILES: [CH2:1]([NH:8][C:9]1[C:10]2[C:15]([N:16]=[C:17]3[C:22]=1[C:21](=[O:23])[CH2:20][CH2:19][CH2:18]3)=[CH:14][C:13]([Cl:24])=[CH:12][CH:11]=2)[C:2]1[CH:7]=[CH:6][CH:5]=[CH:4][CH:3]=1.[H-].[Al+3].[Li+].[H-].[H-].[H-]>C1COCC1>[CH2:1]([NH:8][C:9]1[C:10]2[C:15]([N:16]=[C:17]3[C:22]=1[CH:21]([OH:23])[CH2:20][CH2:19][CH2:18]3)=[CH:14][C:13]([Cl:24])=[CH:12][CH:11]=2)[C:2]1[CH:3]=[CH:4][CH:5]=[CH:6][CH:7]=1 |f:1.2.3.4.5.6|. Procedure: In 100 ml of dry THF was added 2.90 g of 9-benzylamino-6-chloro-3,4-dihydroacridin-1(2H)-one. The mechanically stirred solution was cooled with ice under nitrogen and 4.3 ml of 1M lithium aluminum hydride solution in THF was added dropwise over 10 minutes. After 1 hour of stirring at 10° C., the reaction was complete by TLC, so it was quenched with 1 ml of saturated ammonium chloride solution. The inorganic salts were filtered off and the filtrate was evaporated to a solid. The solid was recryst... The reactants are C(C)(C)(C)C1=NN(C(=C1)N)C=1C=NN(C1)CCCOC1OCCCC1 (3-tert-Butyl-1′-[3-(tetrahydro-pyran-2-yloxy)-propyl]-1′H-[1,4′]bipyrazolyl-5-ylamine), ClC(=O)OCC(Cl)(Cl)Cl (2,2,2-trichloroethyl chloroformate), [OH-].[Na+] (NaOH). The solvent is O (water), CCOC(=O)C (EtOAc). Conditions: time 10 minute. Product: ClC(COC(NC1=CC(=NN1C=1C=NN(C1)CCCOC1OCCCC1)C(C)(C)C)=O)(Cl)Cl ({3-tert-Butyl-1′-[3-(tetrahydro-pyran-2-yloxy)-propyl]-1′H-[1,4′]bipyrazolyl-5-yl}-carbamic acid 2,2,2-trichloro-ethyl ester). Isolated yield 91.5%. As a reaction SMILES: [C:1]([C:5]1[CH:9]=[C:8]([NH2:10])[N:7]([C:11]2[CH:12]=[N:13][N:14]([CH2:16][CH2:17][CH2:18][O:19][CH:20]3[CH2:25][CH2:24][CH2:23][CH2:22][O:21]3)[CH:15]=2)[N:6]=1)([CH3:4])([CH3:3])[CH3:2].[OH-].[Na+].Cl[C:29]([O:31][CH2:32][C:33]([Cl:36])([Cl:35])[Cl:34])=[O:30]>O.CCOC(C)=O>[Cl:34][C:33]([Cl:36])([Cl:35])[CH2:32][O:31][C:29](=[O:30])[NH:10][C:8]1[N:7]([C:11]2[CH:12]=[N:13][N:14]([CH2:16][CH2:17][CH2:18][O:19][CH:20]3[CH2:25][CH2:24][CH2:23][CH2:22][O:21]3)[CH:15]=2)[N:6]=[C:5]([C:1]([CH3:4])([CH3:2])[CH3:3])[CH:9]=1 |f:1.2|. Reported procedure: To a stirred mixture of Intermediate 113b (1.14 g, 3.28 mmol) in water (6 mL) and EtOAc (12 mL) was added NaOH (263 mg, 6.57 mmol). After 10 min, 2,2,2-trichloroethyl chloroformate (543 μL, 3.94 mmol) was added and the reaction mixture was stirred at RT for 1 h. The aqueous layer was extracted with EtOAc (×3) and the combined organic layers were washed with brine, dried (MgSO4) and concentrated in vacuo. The resultant residue was purified by FCC on silica, using a gradient of 0-100% EtOAc in cyc... The reactants are OCCC(=O)O (3-hydroxypropionic acid), N (ammonia). Run in O (water). Product: OCCC(=O)O (3-hydroxypropionic acid), OCCC(=O)[O-].[NH4+] (ammonium 3-hydroxypropionate). Reaction SMILES: [OH:1][CH2:2][CH2:3][C:4]([OH:6])=[O:5].[NH3:7]>O>[OH:1][CH2:2][CH2:3][C:4]([OH:6])=[O:5].[OH:1][CH2:2][CH2:3][C:4]([O-:6])=[O:5].[NH4+:7] |f:4.5|. Procedure details: A 2 wt % 3-hydroxypropionic acid-containing culture fluid (30 g) from which microorganisms are removed, tridecylamine (180 g), and dodecanol (20 g) were added into a 500-mL three neck flask. The flask was submerged in an oil bath and connected to a vacuum pump. The flask was heated while the solution therein was stirred. When the solution temperature reached 85° C., the vacuum pump was turned on. During the reaction, ammonium 3-hydroxypropionate was decomposed to discharge ammonia and water. The...